The task is: describe an organic reaction: reactants, conditions, products, and yield. This data is from the Open Reaction Database (ORD), a public repository of structured organic reaction records. Starting materials: isochromanones, isochromanones, C(C)(=O)OCC (ethyl acetate), C(Cl)Cl (methylene chloride), C1(=CC=CC=C1)C (toluene), C(C)C1=CC=CC=C1 (ethylbenzene). As a reaction SMILES: [C:1]([O:4][CH2:5][CH3:6])(=[O:3])[CH3:2].C(Cl)Cl.[C:10]1(C)[CH:15]=[CH:14]C=[CH:12][CH:11]=1.C(C1C=CC=CC=1)C>O.C1(C)C(C)=CC=CC=1>[CH2:5]1[C:6]2[C:12](=[CH:11][CH:10]=[CH:15][CH:14]=2)[CH2:2][C:1](=[O:3])[O:4]1. Yields the product C1OC(CC2=CC=CC=C12)=O (3-isochromanone). Run in O (water), C=1(C(=CC=CC1)C)C (xylene). Procedure: Recovery of isochromanones after the reaction is possible by concentration of reaction mixture or extraction with organic solvents such as ethyl acetate, methylene chloride, toluene, xylene, and ethylbenzene. Depending on the target isochromanones, when there are two layers, i.e., water layer and product layer, it is possible to separate the water layer and remove it. In particular, when the product is 3-isochromanone, the product layer is liquid at 85° C. or higher, and the solubility in water ... Starting materials: CCOC(=O)C(=O)OCC, CCCCCCCCCCCCCC#N, CC(C)(C)[O-], CN(C)C=O, [K+]. Product: CCCCCCCCCCCCC(C#N)C(=O)C(=O)OCC. RXN SMILES: [C:16]([C:17](=[O:18])[O:19][CH2:20][CH3:21])(=[O:22])[O:23][CH2:24][CH3:25].[CH2:1]([CH2:2][CH2:3][CH2:4][CH2:5][CH2:6][CH2:7][CH2:8][CH2:9][CH2:10][CH2:11][CH2:12][CH3:13])[C:14]#[N:15].[CH3:26][C:27]([CH3:28])([O-:29])[CH3:30].[CH3:32][N:33]([CH3:34])[CH:35]=[O:36].[K+:31]>>[CH:1]([CH2:2][CH2:3][CH2:4][CH2:5][CH2:6][CH2:7][CH2:8][CH2:9][CH2:10][CH2:11][CH2:12][CH3:13])([C:14]#[N:15])[C:16]([C:17](=[O:18])[O:19][CH2:20][CH3:21])=[O:22].